From a dataset of the Open Reaction Database (ORD), a public repository of structured organic reaction records. describe an organic reaction: reactants, conditions, products, and yield Procedure details: 3-iodohexadecanoic acid, 3-iodooctadecanoic acid, and perfluorooctadecanoic acid. RXN SMILES: I[CH:2]([CH2:7][CH2:8][CH2:9][CH2:10][CH2:11][CH2:12][CH2:13][CH2:14][CH2:15][CH2:16][CH2:17][CH2:18][CH3:19])[CH2:3][C:4]([OH:6])=[O:5].[I:20]C(CCCCCCCCCCCCCCC)CC(O)=O.FC(F)(C(F)(F)C(F)(F)C(F)(F)C(F)(F)C(F)(F)C(F)(F)C(F)(F)C(F)(F)C(F)(F)C(F)(F)C(F)(F)C(F)(F)C(F)(F)C(F)(F)C(F)(F)C(F)(F)F)C(O)=O>>[I:20][CH:3]([CH2:2][CH2:7][CH2:8][CH2:9][CH2:10][CH2:11][CH2:12][CH2:13][CH2:14][CH2:15][CH2:16][CH2:17][CH2:18][CH3:19])[C:4]([OH:6])=[O:5]. Starting materials: IC(CC(=O)O)CCCCCCCCCCCCC (3-iodohexadecanoic acid), IC(CC(=O)O)CCCCCCCCCCCCCCC (3-iodooctadecanoic acid), FC(C(=O)O)(C(C(C(C(C(C(C(C(C(C(C(C(C(C(C(C(F)(F)F)(F)F)(F)F)(F)F)(F)F)(F)F)(F)F)(F)F)(F)F)(F)F)(F)F)(F)F)(F)F)(F)F)(F)F)(F)F)F (perfluorooctadecanoic acid). Yields the product IC(C(=O)O)CCCCCCCCCCCCCC (2-iodohexadecanoic acid). The reactants are C(C=CC1=CC=CC=C1)#N (cinnamonitrile), CC1=CC(=NN1)N (5-methyl-1H-pyrazole-3-amine), N1CCOCC1 (morpholine). The product is CC1=CC(=NN1)NC1=NC(=NC(=C1)N1CCOCC1)C=CC1=CC=CC=C1 (N-(5-methyl-1H-pyrazol-3-yl)-6-morpholino-2-styrylpyrimidin-4-amine). Reaction SMILES: [C:1](#[N:10])[CH:2]=[CH:3][C:4]1[CH:9]=[CH:8][CH:7]=[CH:6][CH:5]=1.[CH3:11][C:12]1[NH:16][N:15]=[C:14]([NH2:17])[CH:13]=1.[NH:18]1[CH2:23][CH2:22][O:21][CH2:20][CH2:19]1>>[CH3:11][C:12]1[NH:16][N:15]=[C:14]([NH:17][C:3]2[CH:2]=[C:1]([N:18]3[CH2:23][CH2:22][O:21][CH2:20][CH2:19]3)[N:10]=[C:1]([CH:2]=[CH:3][C:4]3[CH:9]=[CH:8][CH:7]=[CH:6][CH:5]=3)[N:10]=2)[CH:13]=1. Procedure: Example 64 was synthesized via Scheme 6 according to the general scheme provided above with the appropriate starting materials cinnamonitrile, 5-methyl-1H-pyrazole-3-amine, and morpholine. Structure of the target was confirmed by 1H-NMR. The 1H-NMR is attached. Starting materials: F[B-](F)(F)F, C=CCOC(=O)CC(N)c1nc2cc(Cl)ccc2[nH]1, CCO, Cc1cc(C(=O)O)ccc1C(=O)N1CCCC1, CCN(C(C)C)C(C)C, Cl, ClCCl, C1CCOC1, CN(C)C(On1nnc2ccccc21)=[N+](C)C. Yields the product C=CCOC(=O)CC(NC(=O)c1ccc(C(=O)N2CCCC2)c(C)c1)c1nc2cc(Cl)ccc2[nH]1. RXN SMILES: [B-:18]([F:19])([F:20])([F:21])[F:22].[CH2:49]([CH:50]=[CH2:51])[O:52][C:53](=[O:54])[CH2:55][CH:56]([c:57]1[n:58][c:59]2[c:60]([nH:61]1)[cH:62][cH:63][c:64]([Cl:66])[cH:65]2)[NH2:67].[CH2:74]([OH:75])[CH3:76].[CH3:1][c:2]1[cH:3][c:4]([C:5](=[O:6])[OH:7])[cH:8][cH:9][c:10]1[C:11](=[O:12])[N:13]1[CH2:14][CH2:15][CH2:16][CH2:17]1.[CH:40]([N:41]([CH:42]([CH3:43])[CH3:44])[CH2:45][CH3:46])([CH3:47])[CH3:48].[Cl:68].[Cl:77][CH2:78][Cl:79].[O:69]1[CH2:70][CH2:71][CH2:72][CH2:73]1.[n:23]1([O:24][C:25]([N:26]([CH3:27])[CH3:28])=[N+:29]([CH3:30])[CH3:31])[c:32]2[cH:33][cH:34][cH:35][cH:36][c:37]2[n:38][n:39]1>>[CH3:1][c:2]1[cH:3][c:4]([C:5](=[O:7])[NH:67][CH:56]([CH2:55][C:53]([O:52][CH2:49][CH:50]=[CH2:51])=[O:54])[c:57]2[n:58][c:59]3[c:60]([nH:61]2)[cH:62][cH:63][c:64]([Cl:66])[cH:65]3)[cH:8][cH:9][c:10]1[C:11](=[O:12])[N:13]1[CH2:14][CH2:15][CH2:16][CH2:17]1. Reactants: CC1CNCCN1, CC(C)n1cc(C(=O)O)c(=O)c2cc(F)c(F)c(F)c21, c1ccncc1. Product: CC1CN(c2c(F)cc3c(=O)c(C(=O)O)cn(C(C)C)c3c2F)CCN1. RXN SMILES: [CH3:21][CH:22]1[NH:23][CH2:24][CH2:25][NH:26][CH2:27]1.[F:1][c:2]1[cH:3][c:4]2[c:5](=[O:20])[c:6]([C:17](=[O:18])[OH:19])[cH:7][n:8]([CH:14]([CH3:15])[CH3:16])[c:9]2[c:10]([F:13])[c:11]1[F:12].[cH:28]1[cH:29][cH:30][n:31][cH:32][cH:33]1>>[F:1][c:2]1[cH:3][c:4]2[c:5](=[O:20])[c:6]([C:17](=[O:18])[OH:19])[cH:7][n:8]([CH:14]([CH3:15])[CH3:16])[c:9]2[c:10]([F:13])[c:11]1[N:26]1[CH2:25][CH2:24][NH:23][CH:22]([CH3:21])[CH2:27]1. The reactants are N#Cc1ccc(CBr)cc1, O=C([O-])[O-], CCC(C)=O, [K+], [K+], COC(=O)CC1CCc2ccc(O)cc2C1. Product: COC(=O)CC1CCc2ccc(OCc3ccc(C#N)cc3)cc2C1. Reaction SMILES: [C:17](#[N:18])[c:19]1[cH:20][cH:21][c:22]([CH2:23][Br:24])[cH:25][cH:26]1.[C:27](=[O:28])([O-:29])[O-:30].[CH3:33][C:34](=[O:35])[CH2:36][CH3:37].[K+:31].[K+:32].[OH:1][c:2]1[cH:3][cH:4][c:5]2[c:10]([cH:11]1)[CH2:9][CH:8]([CH2:12][C:13](=[O:14])[O:15][CH3:16])[CH2:7][CH2:6]2>>[O:1]([c:2]1[cH:3][cH:4][c:5]2[c:10]([cH:11]1)[CH2:9][CH:8]([CH2:12][C:13](=[O:14])[O:15][CH3:16])[CH2:7][CH2:6]2)[CH2:23][c:22]1[cH:21][cH:20][c:19]([C:17]#[N:18])[cH:26][cH:25]1. The reactants are C(CCC)[Li] (n-butyllithium), carboxylic acids, S1(CCC2=C1SC=C2)(=O)=O (2,3-Dihydrothieno[2,3-b]thiophene-1,1-dioxide), C(=O)=O (dry ice), carboxylic acids. Solvent: CCCCCC (hexane), C1CCOC1 (THF), CCOCC (ether). Run at time 15 minute. The product is S1(C(CC2=C1SC=C2)C(=O)O)(=O)=O (2,3-dihydrothieno[2,3-b]thiophene-2-carboxylic acid-1,1-dioxide). Yield: 47.0%. Reaction SMILES: [S:1]1(=[O:10])(=[O:9])[C:5]2[S:6][CH:7]=[CH:8][C:4]=2[CH2:3][CH2:2]1.C([Li])CCC.[C:16](=[O:18])=[O:17]>C1COCC1.CCCCCC.CCOCC>[S:1]1(=[O:10])(=[O:9])[C:5]2[S:6][CH:7]=[CH:8][C:4]=2[CH2:3][CH:2]1[C:16]([OH:18])=[O:17]. Procedure: 2,3-Dihydrothieno[2,3-b]thiophene-1,1-dioxide (35.5 g, 0.204 mol) in THF (300 mL) was cooled to -78° C. under a nitrogen atmosphere. A solution of n-butyllithium in hexane (82.7 mL, 2.47M) was added dropwise over a period of 1 hour. The dark red solution was stirred for an additional 15 minutes and poured over dry ice (2 L) in ether (2 L). The reaction was allowed to warm to room temperature and the product partitioned between aqueous sodium hydroxide and ether. The aqueous phase was extracted t... Reactants: CC=1NC=CN1 (2-methylimidazole), Cl.ClCCN (2-chloroethylamine hydrochloride). Yields the product CC=1N(C=CN1)CCN (2-(2-Methylimidazol-1-yl)ethylamine). The yield is 47.0%. RXN SMILES: [CH3:1][C:2]1[NH:3][CH:4]=[CH:5][N:6]=1.Cl.Cl[CH2:9][CH2:10][NH2:11]>>[CH3:1][C:2]1[N:3]([CH2:9][CH2:10][NH2:11])[CH:4]=[CH:5][N:6]=1 |f:1.2|. Procedure details: 2-(2-Methylimidazol-1-yl)ethylamine was prepared from 2-methylimidazole and 2-chloroethylamine hydrochloride using the method described in Step B of Example 1. This material was obtained as a light yellow oil in 47% yield. 1H NMR (300 MHz, CD3OD) δ 6.95 (br s, 1H), 6.82 (br s, 1H), 4.90 (bs, 2H), 3.90 (t, J=6.9 Hz, 2H), 2.93 (t, J=6.9 Hz, 2H), 2.35 (s, 3H); MS (APCI) m/z 126 [M+H]+. The reactants are ClC1=CC=CC(=N1)C1CC(OC2=C1C=C(C=C2)C#N)(C)C (4-(6-chloro-2-pyridyl)-3.4-dihydro-2,2-dimethyl-2H-1-benzopyran-6-carbonitrile), ClC1=CC(=CC=C1)C(=O)OO (m-chloroperbenzoic acid), ClC1=CC(=CC=C1)C(=O)OO (m-chloroperbenzoic acid). Run in C(Cl)(Cl)Cl (chloroform). Conditions: time 10 hour. The product is ClC1=[N+](C(=CC=C1)C1CC(OC2=C1C=C(C=C2)C#N)(C)C)[O-] (2-chloro-6-(6-cyano-3,4-dihydro-2,2-dimethyl-2H-1-benzopyran-4-yl)pyridine N-oxide). Yield: 20.6%. As a reaction SMILES: [Cl:1][C:2]1[N:7]=[C:6]([CH:8]2[C:13]3[CH:14]=[C:15]([C:18]#[N:19])[CH:16]=[CH:17][C:12]=3[O:11][C:10]([CH3:21])([CH3:20])[CH2:9]2)[CH:5]=[CH:4][CH:3]=1.ClC1C=CC=C(C(OO)=[O:30])C=1>C(Cl)(Cl)Cl>[Cl:1][C:2]1[CH:3]=[CH:4][CH:5]=[C:6]([CH:8]2[C:13]3[CH:14]=[C:15]([C:18]#[N:19])[CH:16]=[CH:17][C:12]=3[O:11][C:10]([CH3:21])([CH3:20])[CH2:9]2)[N+:7]=1[O-:30]. Procedure: 152 mg of 4-(6-chloro-2-pyridyl)-3.4-dihydro-2,2-dimethyl-2H-1-benzopyran-6-carbonitrile and 136 mg of m-chloroperbenzoic acid were heated at reflux in 15 ml of chloroform. After 10 hours and 20 hours 80 mg and 50 mg, respectively., of m-chloroperbenzoic acid were added. After 30 hours the mixture was allowed to cool to room temperature, washed in succession with sodium bisulphite solution and sodium bicarbonate solution, dried over sodium sulphate and evaporated. The residue was chromatographed...